From a dataset of the Open Reaction Database (ORD), a public repository of structured organic reaction records. describe an organic reaction: reactants, conditions, products, and yield Starting materials: Cl.CC(CO)(CNC)[N+](=O)[O-] (2-methyl-3-(methylamino)-2-nitropropan-1-ol hydrochloride). Reagents/catalysts: [Ni] (Raney Nickel). The solvent is CO (MeOH), O (H2O). Conditions: time 48 hour. The product is Cl.NC(CO)(CNC)C (2-Amino-2-methyl-3-(methylamino)propan-1-ol hydrochloride). The yield is 163.6%. Reaction SMILES: [ClH:1].[CH3:2][C:3]([N+:9]([O-])=O)([CH2:6][NH:7][CH3:8])[CH2:4][OH:5]>CO.[Ni].O>[ClH:1].[NH2:9][C:3]([CH3:2])([CH2:6][NH:7][CH3:8])[CH2:4][OH:5] |f:0.1,5.6|. Procedure details: To a solution of 2-methyl-3-(methylamino)-2-nitropropan-1-ol hydrochloride (5.4 g) in MeOH (32 ml) was added a slurry of Raney Nickel in H2O (1.5 ml). The vessel was pressurized with H2 (450 psi) and the suspension stirred for 48 h. The mixture was filtered through Celite and concentrated in vacuo to give 7.4 g of a crude liquid, which was used directly in the next step without purification. 1H NMR (400 MHz, CDCl3) δ 1.01 (s, 3H), 2.26 (s, 3H), 2.99 (s, 2H), 3.41-3.44 (d, J=11.6 Hz, 1H), 3.48-3....